Dataset: the Open Reaction Database (ORD), a public repository of structured organic reaction records. Task: describe an organic reaction: reactants, conditions, products, and yield Starting materials: NC1=CC(=C(C=C1[N+](=O)[O-])C(F)(F)F)N1C(=NC=C1)C (4-amino-2-(2-methyl-1H-imidazol-1-yl)-5-nitrobenzotrifluoride), C(=O)(C(=O)OCC)Cl (ethoxalyl chloride). The solvent is N1=CC=CC=C1 (pyridine). Run at time 8 hour. Yields the product C(=O)(C(=O)OCC)NC1=CC(=C(C=C1[N+](=O)[O-])C(F)(F)F)N1C(=NC=C1)C (4-Ethoxalylamino-2-(2-methyl-1H-imidazol-1-yl)-5-nitrobenzotrifluoride), crude oil. As a reaction SMILES: [NH2:1][C:2]1[C:7]([N+:8]([O-:10])=[O:9])=[CH:6][C:5]([C:11]([F:14])([F:13])[F:12])=[C:4]([N:15]2[CH:19]=[CH:18][N:17]=[C:16]2[CH3:20])[CH:3]=1.[C:21](Cl)([C:23]([O:25][CH2:26][CH3:27])=[O:24])=[O:22]>N1C=CC=CC=1>[C:21]([NH:1][C:2]1[C:7]([N+:8]([O-:10])=[O:9])=[CH:6][C:5]([C:11]([F:12])([F:13])[F:14])=[C:4]([N:15]2[CH:19]=[CH:18][N:17]=[C:16]2[CH3:20])[CH:3]=1)([C:23]([O:25][CH2:26][CH3:27])=[O:24])=[O:22]. Procedure details: To a solution of 14.5 g (~50.7 mmol) of 4-amino-2-(2-methyl-1H-imidazol-1-yl)-5-nitrobenzotrifluoride in 200 ml dry pyridine was added dropwise 11,3 ml (~102 mmol) ethoxalyl chloride, and stirring was continued overnight at room temperature. The reaction mixture was filtered and the filtrate was evaporated to give the title compound as a crude oil (19 g). Starting materials: CC(C)(C)c1nc2c(Cl)ccc(C(=O)O)c2o1, CN(C)C=O, O=C(Cl)C(=O)Cl. Yields the product COC(=O)c1ccc(Cl)c2nc(C(C)(C)C)oc12. RXN SMILES: [C:7]([CH3:8])([CH3:9])([CH3:10])[c:11]1[o:12][c:13]2[c:14]([n:15]1)[c:16]([Cl:23])[cH:17][cH:18][c:19]2[C:20](=[O:21])[OH:22].[CH3:24][N:25]([CH3:26])[CH:27]=[O:28].[Cl:1][C:2]([C:3]([Cl:4])=[O:5])=[O:6]>>[CH3:2][O:22][C:20]([c:19]1[c:13]2[o:12][c:11]([C:7]([CH3:8])([CH3:9])[CH3:10])[n:15][c:14]2[c:16]([Cl:23])[cH:17][cH:18]1)=[O:21].